This data is from the Open Reaction Database (ORD), a public repository of structured organic reaction records. The task is: describe an organic reaction: reactants, conditions, products, and yield Reactants: ClC(Cl)(OC(OC(Cl)(Cl)Cl)=O)Cl (Triphosgene), NC1=C(C(=O)N)C=C(C=C1)Br (2-Amino-5-bromobenzamide). The solvent is O1CCOCC1 (1,4-dioxane). Run at temperature 100 celsius. Product: BrC=1C=C2C(=NC(=NC2=CC1)O)O (6-bromo-quinazoline-2,4-diol). The yield is 164.5%. Reaction SMILES: Cl[C:2](Cl)([O:4]C(=O)OC(Cl)(Cl)Cl)Cl.[NH2:13][C:14]1[CH:22]=[CH:21][C:20]([Br:23])=[CH:19][C:15]=1[C:16]([NH2:18])=[O:17]>O1CCOCC1>[Br:23][C:20]1[CH:19]=[C:15]2[C:14](=[CH:22][CH:21]=1)[N:13]=[C:2]([OH:4])[N:18]=[C:16]2[OH:17]. Reported procedure: Triphosgene (173 g, 0.58 mmol) was added to a solution of 2-Amino-5-bromobenzamide (250 mg, 1.162 mmol) in 1,4-dioxane (12 mL). The reaction was heated at 100° C. for 1.5 hours, cooled to room temperature and quenched with water (1 ml). The solid was filtered and washed with EtOAc twice to provide crude product (230 mg), which was used without further purification. Starting materials: CNOC, COC(=O)c1ccc(Br)c(C)c1, CC(C)[Mg+], [Cl-], Cl, C1CCOC1. Yields the product CON(C)C(=O)c1ccc(Br)c(C)c1. As a reaction SMILES: [CH3:14][NH:15][O:16][CH3:17].[CH3:1][O:2][C:3]([c:4]1[cH:5][c:6]([CH3:11])[c:7]([Br:10])[cH:8][cH:9]1)=[O:12].[CH:19]([Mg+:20])([CH3:21])[CH3:22].[Cl-:18].[ClH:13].[O:23]1[CH2:24][CH2:25][CH2:26][CH2:27]1>>[C:3]([c:4]1[cH:5][c:6]([CH3:11])[c:7]([Br:10])[cH:8][cH:9]1)(=[O:12])[N:15]([CH3:14])[O:16][CH3:17].